This data is from the Open Reaction Database (ORD), a public repository of structured organic reaction records. The task is: describe an organic reaction: reactants, conditions, products, and yield The reactants are BrC1=C(C=C(C=C1)S(=O)(=O)C1=CC=CC=C1)F (1-Bromo-2-fluoro-4-(phenylsulfonyl)benzene), FC=1C=CC(=C(C1)B(O)O)OC (5-fluoro-2-methoxyphenylboronic acid). Product: C1(=CC=CC=C1)S(=O)(=O)C1=CC(=C(C=C1)C1=C(C=CC(=C1)F)OC)F (2,5′-Difluoro-2′-methoxybiphenyl-4-yl phenyl sulfone). Reaction SMILES: Br[C:2]1[CH:7]=[CH:6][C:5]([S:8]([C:11]2[CH:16]=[CH:15][CH:14]=[CH:13][CH:12]=2)(=[O:10])=[O:9])=[CH:4][C:3]=1[F:17].[F:18][C:19]1[CH:20]=[CH:21][C:22]([O:28][CH3:29])=[C:23](B(O)O)[CH:24]=1>>[C:11]1([S:8]([C:5]2[CH:6]=[CH:7][C:2]([C:21]3[CH:20]=[C:19]([F:18])[CH:24]=[CH:23][C:22]=3[O:28][CH3:29])=[C:3]([F:17])[CH:4]=2)(=[O:10])=[O:9])[CH:16]=[CH:15][CH:14]=[CH:13][CH:12]=1. Reported procedure: The subtitle compound was prepared by the method of example 2 step (ii) using the product of step (i) and 5-fluoro-2-methoxyphenylboronic acid. The reactants are [N+](=O)([O-])C1=CC2=CC(=CC=C2C=C1)[N+](=O)[O-] (2,7-dinitro-naphthalene). Solvent: C(C)OC(C)=O (ethylacetate), CN(C)C=O (DMF). Run at time 2 hour. Yields the product NC1=CC=C2C=CC(=CC2=C1)[N+](=O)[O-] (7-Amino-2-nitro-naphthalene). Isolated yield 24.0%. Reaction SMILES: [N+:1]([C:4]1[CH:13]=[CH:12][C:11]2[C:6](=[CH:7][C:8]([N+:14]([O-])=O)=[CH:9][CH:10]=2)[CH:5]=1)([O-:3])=[O:2]>C(OC(=O)C)C.CN(C=O)C>[NH2:14][C:8]1[CH:7]=[C:6]2[C:11]([CH:12]=[CH:13][C:4]([N+:1]([O-:3])=[O:2])=[CH:5]2)=[CH:10][CH:9]=1. Procedure details: A suspension of 2,7-dinitro-naphthalene in ethylacetate (400 ml) and DMF (4 ml) was hydrogenated over P/C at 50° C. for 2 hours. After work-up and purification by chromatography 2.1 g (11.2 mmol, 24%) of the title compound, MS: m/e=251(M+) was obtained. The reactants are OC=1C=C(CN2C(N=C(C3=CC(=CC=C23)OCC#C)C2=CC=C(C=C2)C(C)C)=O)C=CC1 (1-(3-hydroxy-benzyl)-4-(4-isopropyl-phenyl)-6-prop-2-ynyloxy-1H-quinazolin-2-one), [H-].[Na+] (NaH), BrCCOCCOC (1-bromo-2-(2-methoxyethoxy)-ethane). The solvent is CN(C)C=O (DMF). Run at temperature 60 celsius. Product: C(C)(C)C1=CC=C(C=C1)C1=NC(N(C2=CC=C(C=C12)OCC#C)CC1=CC(=CC=C1)OCCOCCOC)=O (4-(4-Isopropyl-phenyl)-1-{3-[2-(2-methoxy-ethoxy)-ethoxy]-benzyl}-6-prop-2-ynyloxy-1H-quinazolin-2-one). As a reaction SMILES: [OH:1][C:2]1[CH:3]=[C:4]([CH:30]=[CH:31][CH:32]=1)[CH2:5][N:6]1[C:15]2[C:10](=[CH:11][C:12]([O:16][CH2:17][C:18]#[CH:19])=[CH:13][CH:14]=2)[C:9]([C:20]2[CH:25]=[CH:24][C:23]([CH:26]([CH3:28])[CH3:27])=[CH:22][CH:21]=2)=[N:8][C:7]1=[O:29].[H-].[Na+].Br[CH2:36][CH2:37][O:38][CH2:39][CH2:40][O:41][CH3:42]>CN(C=O)C>[CH:26]([C:23]1[CH:24]=[CH:25][C:20]([C:9]2[C:10]3[C:15](=[CH:14][CH:13]=[C:12]([O:16][CH2:17][C:18]#[CH:19])[CH:11]=3)[N:6]([CH2:5][C:4]3[CH:30]=[CH:31][CH:32]=[C:2]([O:1][CH2:36][CH2:37][O:38][CH2:39][CH2:40][O:41][CH3:42])[CH:3]=3)[C:7](=[O:29])[N:8]=2)=[CH:21][CH:22]=1)([CH3:27])[CH3:28] |f:1.2|. Procedure: To a solution of 100 mg (0.236 mmol) of 1-(3-hydroxy-benzyl)-4-(4-isopropyl-phenyl)-6-prop-2-ynyloxy-1H-quinazolin-2-one in anhydrous DMF (5 mL) is added NaH (11 mg, 0.471 mmol) and the solution is allowed to stir until evolution of gas ceases. 1-bromo-2-(2-methoxyethoxy)-ethane (34 μl, 0.247 mmol) is added and the mixture is heated for 20 hours at 60° C. After cooling to room temperature, the reaction mixture is quenched with water and extracted with dichloromethane (2×20 ml). The combined orga... Reactants: C(C=C)C=1C=C(C=CC(=O)O)C=CC1OC(C)=O (3-allyl-4-acetoxy-cinnamic acid), S(=O)(Cl)Cl (thionyl chloride), [N-]=[N+]=[N-].[Na+] (sodium azide). Run in C1=CC=CC=C1 (benzene). Run at time 48 hour. The product is C(C=C)C=1C=C(C=CC(=O)N=[N+]=[N-])C=CC1OC(C)=O (3-Allyl-4-acetoxy-cinnamic acid azide). Reaction SMILES: [CH2:1]([C:4]1[CH:5]=[C:6]([CH:12]=[CH:13][C:14]=1[O:15][C:16](=[O:18])[CH3:17])[CH:7]=[CH:8][C:9](O)=[O:10])[CH:2]=[CH2:3].S(Cl)(Cl)=O.[N-:23]=[N+:24]=[N-:25].[Na+]>C1C=CC=CC=1>[CH2:1]([C:4]1[CH:5]=[C:6]([CH:12]=[CH:13][C:14]=1[O:15][C:16](=[O:18])[CH3:17])[CH:7]=[CH:8][C:9]([N:23]=[N+:24]=[N-:25])=[O:10])[CH:2]=[CH2:3] |f:2.3|. Procedure details: 22.2 g (0.09 mol) of 3-allyl-4-acetoxy-cinnamic acid are suspended in 100 ml of benzene and 13.2 ml (0.18 mol) of thionyl chloride are added. The reaction mixture is heated to the boil for half an hour under a reflux condenser and thereafter the solvent and excess thionyl chloride are removed by distillation under reduced pressure. The residual crude 3-allyl-4-acetoxy-cinnamic acid chloride is dissolved in 100 ml of absolute 1,2-dimethoxyethane, 17.5 g (0.27 mol) of sodium azide are added and th... The reactants are CS(C)=O, Cc1c(C(=O)Nc2ccc(Cl)c([N+](=O)[O-])c2)cnn1-c1ccc(Cl)cc1, C1CC(N2CCOCC2)CCN1, O. The product is Cc1c(C(=O)Nc2ccc(N3CCC(N4CCOCC4)CC3)c([N+](=O)[O-])c2)cnn1-c1ccc(Cl)cc1. RXN SMILES: [CH3:39][S:40](=[O:41])[CH3:42].[Cl:1][c:2]1[cH:3][cH:4][c:5](-[n:8]2[n:9][cH:10][c:11]([C:14](=[O:15])[NH:16][c:17]3[cH:18][c:19]([N+:24](=[O:25])[O-:26])[c:20]([Cl:23])[cH:21][cH:22]3)[c:12]2[CH3:13])[cH:6][cH:7]1.[O:27]1[CH2:28][CH2:29][N:30]([CH:33]2[CH2:34][CH2:35][NH:36][CH2:37][CH2:38]2)[CH2:31][CH2:32]1.[OH2:43]>>[Cl:1][c:2]1[cH:3][cH:4][c:5](-[n:8]2[n:9][cH:10][c:11]([C:14](=[O:15])[NH:16][c:17]3[cH:18][c:19]([N+:24](=[O:25])[O-:26])[c:20]([N:36]4[CH2:35][CH2:34][CH:33]([N:30]5[CH2:29][CH2:28][O:27][CH2:32][CH2:31]5)[CH2:38][CH2:37]4)[cH:21][cH:22]3)[c:12]2[CH3:13])[cH:6][cH:7]1. The reactants are CC1CCNCC1, CCO, [Ca+2], O=C(c1ccccc1)c1cc([N+](=O)[O-])ccc1Cl, O=C([O-])[O-]. Product: CC1CCN(c2ccc([N+](=O)[O-])cc2C(=O)c2ccccc2)CC1. RXN SMILES: [CH3:19][CH:20]1[CH2:21][CH2:22][NH:23][CH2:24][CH2:25]1.[CH3:31][CH2:32][OH:33].[Ca+2:26].[Cl:1][c:2]1[c:3]([C:4](=[O:5])[c:6]2[cH:7][cH:8][cH:9][cH:10][cH:11]2)[cH:12][c:13]([N+:16](=[O:17])[O-:18])[cH:14][cH:15]1.[O-:27][C:28](=[O:29])[O-:30]>>[c:2]1([N:23]2[CH2:22][CH2:21][CH:20]([CH3:19])[CH2:25][CH2:24]2)[c:3]([C:4](=[O:5])[c:6]2[cH:7][cH:8][cH:9][cH:10][cH:11]2)[cH:12][c:13]([N+:16](=[O:17])[O-:18])[cH:14][cH:15]1.